Dataset: the Open Reaction Database (ORD), a public repository of structured organic reaction records. Task: describe an organic reaction: reactants, conditions, products, and yield Yields the product Cl.CC=1C=C2C=3CCC[C@@H](C3NC2=CC1)N[C@@H](C)C1=CC=CC=C1 ((1S)-6-Methyl-N-[(1S)-1-phenylethyl]-2,3,4,9-tetrahydro-1H-carbazol-1-amine hydrochloride salt). Reaction SMILES: [CH3:1][C:2]1[CH:3]=[C:4]2[C:12](=[CH:13][CH:14]=1)[NH:11][C:10]1[CH:9]([NH:15][C@H:16]([C:18]3[CH:23]=[CH:22][CH:21]=[CH:20][CH:19]=3)[CH3:17])[CH2:8][CH2:7][CH2:6][C:5]2=1.[ClH:24]>CO>[ClH:24].[CH3:1][C:2]1[CH:3]=[C:4]2[C:12](=[CH:13][CH:14]=1)[NH:11][C:10]1[C@@H:9]([NH:15][C@H:16]([C:18]3[CH:19]=[CH:20][CH:21]=[CH:22][CH:23]=3)[CH3:17])[CH2:8][CH2:7][CH2:6][C:5]2=1 |f:3.4|. Run in CO (methanol), CO (MeOH). Procedure details: (1S)-6-Methyl-N-[(1S)-1-phenylethyl]-2,3,4,9-tetrahydro-1H-carbazol-1-amine hydrochloride salt was prepared by separation of diastereomeric 6-methyl-N-[(1S)-1-phenylethyl]-2,3,4,9-tetrahydro-1H-carbazol-1-amine by SFC (Berger Amino, 8% methanol, 1500 psi, 40° C., 2 mL/min, retention time: 8.7 min.) The oil obtained was converted to the HCl salt to give a white solid. [α]25=−133.5 (c 0.20, MeOH); 1H-NMR (CD3OD): δ 7.63 (d, J=7.6 Hz, 2H), 7.55-7.46 (m, 3H), 7.29 (d, J=8.0 Hz, 1H), 7.27 (s, 1H), 7.... The reactants are CC=1C=C2C=3CCCC(C3NC2=CC1)N[C@@H](C)C1=CC=CC=C1 (6-methyl-N-[(1S)-1-phenylethyl]-2,3,4,9-tetrahydro-1H-carbazol-1-amine), Cl (HCl).